Task: describe an organic reaction: reactants, conditions, products, and yield. Dataset: the Open Reaction Database (ORD), a public repository of structured organic reaction records The reactants are C(=O)C1=CC=C(O1)C(=O)NC=1SC(=C(N1)C=1OC=CC1)C(=O)C1CCOCC1 (5-Formyl-N-[4-(2-furyl)-5-(tetrahydropyran-4-ylcarbonyl)thiazol-2-yl]furan-2-carboxamide), Cl.NO (hydroxylamine hydrochloride). Solvent: C(C)O (ethanol). Reaction conditions: temperature 60 celsius, time 1 hour. The product is O1C(=CC=C1)C=1N=C(SC1C(=O)C1CCOCC1)NC(=O)C1OC(C=C1)=NO (N-[4-(2-Furyl)-5-(tetrahydropyran-4-ylcarbonyl)thiazol-2-yl]-5-(hydroxyimino)furan-2-carboxamide). Yield: 86.3%. Reaction SMILES: C([C:3]1[O:7][C:6]([C:8]([NH:10][C:11]2[S:12][C:13]([C:21]([CH:23]3[CH2:28][CH2:27][O:26][CH2:25][CH2:24]3)=[O:22])=[C:14]([C:16]3[O:17][CH:18]=[CH:19][CH:20]=3)[N:15]=2)=[O:9])=[CH:5][CH:4]=1)=O.Cl.[NH2:30][OH:31]>C(O)C>[O:17]1[CH:18]=[CH:19][CH:20]=[C:16]1[C:14]1[N:15]=[C:11]([NH:10][C:8]([CH:6]2[CH:5]=[CH:4][C:3](=[N:30][OH:31])[O:7]2)=[O:9])[S:12][C:13]=1[C:21]([CH:23]1[CH2:24][CH2:25][O:26][CH2:27][CH2:28]1)=[O:22] |f:1.2|. Reported procedure: Compound 513 (2.40 g, 6.00 mmol) was suspended in ethanol (24 mL), and hydroxylamine hydrochloride (438 mg, 6.30 mmol) was added thereto, followed by stirring at 60° C. for 1 hour. The precipitated solid was collected by filtration to afford the entitled Compound 514 (2.09 g, 84%) as a pale brown solid. Starting materials: ClC=1C=CC(=C(/C=C/C(=O)OC)C1)[N+](=O)[O-] (methyl trans-5-chloro-2-nitrocinnamate), [Cl-].[NH4+] (ammonium chloride), C(C)O (ethanol). Reagents/catalysts: [Fe] (iron). Run in O (water). Product: ClC=1C=C2C(=C(NC2=CC1)C(=O)C1=NC=CC(=C1)C)CC(=O)O ([5-Chloro-2-(4-methylpyridine-2-carbonyl)-1H-indol-3-yl]acetic Acid). The yield is 98.0%. As a reaction SMILES: [Cl:1][C:2]1[CH:3]=[CH:4][C:5]([N+:14]([O-])=O)=[C:6]([CH:13]=1)/[CH:7]=[CH:8]/[C:9]([O:11]C)=[O:10].[Cl-].[NH4+:18].[CH2:19]([OH:21])[CH3:20]>[Fe].O>[Cl:1][C:2]1[CH:13]=[C:6]2[C:5](=[CH:4][CH:3]=1)[NH:14][C:20]([C:19]([C:8]1[CH:7]=[C:6]([CH3:13])[CH:5]=[CH:4][N:18]=1)=[O:21])=[C:7]2[CH2:8][C:9]([OH:11])=[O:10] |f:1.2|. Procedure details: A mixture of methyl trans-5-chloro-2-nitrocinnamate (step 1, 3.00 g, 12.42 mmol), iron powder (3.65 g, 62.08 mmol), ammonium chloride (332 mg, 6.21 mmol), ethanol (60 ml) and water (10 ml) was heated at reflux temperature for 2 h. The mixture was cooled and filtered through a pad of Celite. The filtrate was concentrated. The residue was diluted with ethyl acetate (200 ml) and washed with water (100 ml×2). After drying (MgSO4), removal of solvent gave 2.57 g (98%) of the title compound as crystal... Starting materials: CC(O[Si](C)(C)C(C)(C)C)C1C(=O)NC1CC(=O)c1cccc(C(=O)OC(C)(C)C)c1, O=C([O-])O, CCCC[N+](CCCC)(CCCC)CCCC, C1CCOC1, CC(=O)O, CCOC(C)=O, [F-], [Na+]. The product is CC(O)C1C(=O)NC1CC(=O)c1cccc(C(=O)OC(C)(C)C)c1. RXN SMILES: [C:1]([Si:2]([CH3:3])([CH3:4])[O:6][CH:7]([CH3:8])[CH:9]1[CH:10]([CH2:14][C:15](=[O:16])[c:17]2[cH:18][c:19]([C:20](=[O:21])[O:22][C:23]([CH3:24])([CH3:25])[CH3:26])[cH:27][cH:28][cH:29]2)[NH:11][C:12]1=[O:13])([CH3:5])([CH3:30])[CH3:31].[C:54](=[O:55])([O-:56])[OH:57].[CH2:37]([N+:38]([CH2:39][CH2:40][CH2:41][CH3:42])([CH2:43][CH2:44][CH2:45][CH3:46])[CH2:47][CH2:48][CH2:49][CH3:50])[CH2:51][CH2:52][CH3:53].[CH2:59]1[O:60][CH2:61][CH2:62][CH2:63]1.[CH3:32][C:33](=[O:34])[OH:35].[CH3:64][CH2:65][O:66][C:67](=[O:68])[CH3:69].[F-:36].[Na+:58]>>[OH:6][CH:7]([CH3:8])[CH:9]1[CH:10]([CH2:14][C:15](=[O:16])[c:17]2[cH:18][c:19]([C:20](=[O:21])[O:22][C:23]([CH3:24])([CH3:25])[CH3:26])[cH:27][cH:28][cH:29]2)[NH:11][C:12]1=[O:13].